From a dataset of the Open Reaction Database (ORD), a public repository of structured organic reaction records. describe an organic reaction: reactants, conditions, products, and yield The reactants are O=C(O)C(=O)N1CCC(Cc2ccccc2)CC1, CCOCC, COc1ccc(N)cc1. Product: COc1ccc(NC(=O)C(=O)N2CCC(Cc3ccccc3)CC2)cc1. As a reaction SMILES: [CH2:1]([c:2]1[cH:3][cH:4][cH:5][cH:6][cH:7]1)[CH:8]1[CH2:9][CH2:10][N:11]([C:14]([C:15](=[O:16])[OH:17])=[O:18])[CH2:12][CH2:13]1.[CH2:28]([O:29][CH2:30][CH3:31])[CH3:32].[CH3:19][O:20][c:21]1[cH:22][cH:23][c:24]([NH2:25])[cH:26][cH:27]1>>[CH2:1]([c:2]1[cH:3][cH:4][cH:5][cH:6][cH:7]1)[CH:8]1[CH2:9][CH2:10][N:11]([C:14]([C:15](=[O:17])[NH:25][c:24]2[cH:23][cH:22][c:21]([O:20][CH3:19])[cH:27][cH:26]2)=[O:18])[CH2:12][CH2:13]1. Starting materials: [OH-].[K+] (potassium hydroxide), CC1CCC(N1)=O (5-methyl-2-pyrrolidinone), P(=O)(Cl)(Cl)Cl (phosphorus oxychloride), C1=CC=CC=2SC3=CC=CC=C3NC12 (phenothiazine). The solvent is ClCCCl (1,2-dichloroethane), ClCCCl (1,2-dichloroethane). Yields the product Cl.CC1CC=C(N1C1=NC(CC1)C)N1C2=CC=CC=C2SC=2C=CC=CC12 (10-[5-METHYL-1-(5-METHYL-1-PYRROLIN-2-YL)-2-PYRROLIN-2-YL]PHENOTHIAZINE HYDROCHLORIDE). The yield is 17.0%. RXN SMILES: [CH3:1][CH:2]1[NH:6][C:5](=O)[CH2:4][CH2:3]1.P(Cl)(Cl)([Cl:10])=O.[CH:13]1[C:26]2[NH:25][C:24]3[C:19](=[CH:20][CH:21]=[CH:22][CH:23]=3)[S:18][C:17]=2[CH:16]=[CH:15][CH:14]=1.[OH-].[K+]>ClCCCl>[ClH:10].[CH3:1][CH:2]1[N:6]([C:5]2[CH2:4][CH2:3][CH:2]([CH3:1])[N:6]=2)[C:5]([N:25]2[C:26]3[CH:13]=[CH:14][CH:15]=[CH:16][C:17]=3[S:18][C:19]3[C:24]2=[CH:23][CH:22]=[CH:21][CH:20]=3)=[CH:4][CH2:3]1 |f:3.4,6.7|. Procedure details: A mixture of 5-methyl-2-pyrrolidinone (6.0 g., 0.06 mole), phosphorus oxychloride (9.2 g., 0.06 mole) in 60 ml. of 1,2-dichloroethane is refluxed for 10 min. A solution of phenothiazine (6.0 g., 0.03 mole) in 20 ml. of 1,2-dichloroethane is added at the end of the reflux period and the reaction mixture stirred and refluxed for 20 hr., and then poured onto 20 ml. of 5N potassium hydroxide and 20 g. of crushed ice. The 1,2-dichloroethane layer is separated and extracted with 30 ml. of 1.5N hydroch...